Task: describe an organic reaction: reactants, conditions, products, and yield. Dataset: the Open Reaction Database (ORD), a public repository of structured organic reaction records Starting materials: CCOC(=O)c1cnc2c3cc(NC(=O)C(C)(C)C)ccc3c(C)cn2c1=O, CO, [Na+], [OH-]. Product: Cc1cn2c(=O)c(C(=O)O)cnc2c2cc(NC(=O)C(C)(C)C)ccc12. Reaction SMILES: [C:1]([C:2]([CH3:3])([CH3:4])[CH3:5])(=[O:6])[NH:7][c:8]1[cH:9][cH:10][c:11]2[c:12]([CH3:28])[cH:13][n:14]3[c:15]([c:16]2[cH:17]1)[n:18][cH:19][c:20]([C:23](=[O:24])[O:25][CH2:26][CH3:27])[c:21]3=[O:22].[CH3:31][OH:32].[Na+:30].[OH-:29]>>[C:1]([C:2]([CH3:3])([CH3:4])[CH3:5])(=[O:6])[NH:7][c:8]1[cH:9][cH:10][c:11]2[c:12]([CH3:28])[cH:13][n:14]3[c:15]([c:16]2[cH:17]1)[n:18][cH:19][c:20]([C:23](=[O:24])[OH:25])[c:21]3=[O:22]. Starting materials: C1(CCCCC1)ON1C(CC(CC1(C)C)NC(C(=O)OC)=O)(C)C (methyl N-(1-cyclohexyloxy-2,2,6,6-tetramethylpiperidin-4-yl)oxamate), C(O)CN (ethanolamine). The solvent is C1(=CC=CC=C1)C (toluene). Yields the product C1(CCCCC1)ON1C(CC(CC1(C)C)NC(=O)C(=O)NCCO)(C)C (N-(1-Cyclohexyloxy-2,2,6,6-tetramethylpiperidin-4-yl)-N'-(2-hydroxyethyl) oxamide). Yield: 63.9%. As a reaction SMILES: [CH:1]1([O:7][N:8]2[C:13]([CH3:15])([CH3:14])[CH2:12][CH:11]([NH:16][C:17](=[O:22])[C:18](OC)=[O:19])[CH2:10][C:9]2([CH3:24])[CH3:23])[CH2:6][CH2:5][CH2:4][CH2:3][CH2:2]1.[CH2:25]([CH2:27][NH2:28])[OH:26]>C1(C)C=CC=CC=1>[CH:1]1([O:7][N:8]2[C:13]([CH3:14])([CH3:15])[CH2:12][CH:11]([NH:16][C:17]([C:18]([NH:28][CH2:27][CH2:25][OH:26])=[O:19])=[O:22])[CH2:10][C:9]2([CH3:24])[CH3:23])[CH2:6][CH2:5][CH2:4][CH2:3][CH2:2]1. Procedure details: A mixture of 9.1 grams (26.7 mmol) of methyl N-(1-cyclohexyloxy-2,2,6,6-tetramethylpiperidin-4-yl)oxamate, 1,8 grams (29.4 mmol) of ethanolamine and 35 ml of toluene is heated at reflux for 30 minutes. Methanol is removed from the reaction mixture by fractional distillation. The reaction mixture is poured into ethyl acetate (125 ml) to afford 6.3 grams (64% yield) of the title compound as a white solid melting at 190°-192° C. The reactants are C1CCOC1, ClCCl, O=C1CCC(Nc2nc(-n3cnc4ccc(F)cc43)ncc2[N+](=O)[O-])c2ccccc21, [Na+], [Na+], [Na+], O=C([O-])O, O, O=S([O-])S(=O)[O-]. Yields the product Nc1cnc(-n2cnc3ccc(F)cc32)nc1NC1CCC(=O)c2ccccc21. RXN SMILES: [CH2:45]1[O:46][CH2:47][CH2:48][CH2:49]1.[Cl:51][CH2:52][Cl:53].[F:1][c:2]1[cH:3][cH:4][c:5]2[c:6]([n:7](-[c:10]3[n:11][cH:12][c:13]([N+:28]([O-:29])=[O:30])[c:14]([NH:16][CH:17]4[CH2:18][CH2:19][C:20](=[O:27])[c:21]5[cH:22][cH:23][cH:24][cH:25][c:26]54)[n:15]3)[cH:8][n:9]2)[cH:31]1.[Na+:38].[Na+:39].[Na+:44].[O-:40][C:41]([OH:42])=[O:43].[OH2:50].[S:32]([S:33]([O-:34])=[O:35])([O-:36])=[O:37]>>[F:1][c:2]1[cH:3][cH:4][c:5]2[c:6]([n:7](-[c:10]3[n:11][cH:12][c:13]([NH2:28])[c:14]([NH:16][CH:17]4[CH2:18][CH2:19][C:20](=[O:27])[c:21]5[cH:22][cH:23][cH:24][cH:25][c:26]54)[n:15]3)[cH:8][n:9]2)[cH:31]1. Starting materials: NC1=C(C(=O)OC)C=C(C(=C1Cl)C(=O)OC)Cl (dimethyl 2-amino-3,5-dichloroterephthalate), C(CC(C)C)ON=O (isoamylnitrite). The solvent is C1CCOC1 (THF). The product is ClC1=C(C(=O)OC)C(=CC(=C1)C(=O)OC)Cl (dimethyl 2,6-dichloroterephthalate). Yield: 98.7%. As a reaction SMILES: N[C:2]1[C:11]([Cl:12])=[C:10]([C:13]([O:15][CH3:16])=[O:14])[C:9]([Cl:17])=[CH:8][C:3]=1[C:4]([O:6][CH3:7])=[O:5].C(ON=O)CC(C)C>C1COCC1>[Cl:12][C:11]1[CH:2]=[C:3]([C:4]([O:6][CH3:7])=[O:5])[CH:8]=[C:9]([Cl:17])[C:10]=1[C:13]([O:15][CH3:16])=[O:14]. Reported procedure: To a solution of dimethyl 2-amino-3,5-dichloroterephthalate (200 g, 0.72 mol) in THF (1 L) at room temperature was slowly added isoamylnitrite (240 mL). The mixture was heated under reflux for 3 hours, cooled to room temperature and concentrated under reduced pressure. The residue was purified by column chromatography on silica gel, eluting with petroleum-diethyl:ether (50:1) to give dimethyl 2,6-dichloroterephthalate (187 g, yield: 98%) as a light yellow solid. Reactants: NCCCO, O, O=C1Nc2ccccc2C1(O)c1ccccc1, Cc1ccc(S(=O)(=O)O)cc1, Cc1ccccc1C. The product is OCCCNC1=Nc2ccccc2C1(O)c1ccccc1. As a reaction SMILES: [NH2:18][CH2:19][CH2:20][CH2:21][OH:22].[OH2:34].[c:1]1([C:7]2([OH:17])[C:8](=[O:16])[NH:9][c:10]3[cH:11][cH:12][cH:13][cH:14][c:15]32)[cH:2][cH:3][cH:4][cH:5][cH:6]1.[c:23]1([CH3:24])[cH:25][cH:26][c:27]([S:28]([OH:29])(=[O:30])=[O:31])[cH:32][cH:33]1.[c:35]1([CH3:36])[c:37]([CH3:38])[cH:39][cH:40][cH:41][cH:42]1>>[c:1]1([C:7]2([OH:17])[C:8]([NH:18][CH2:19][CH2:20][CH2:21][OH:22])=[N:9][c:10]3[cH:11][cH:12][cH:13][cH:14][c:15]32)[cH:2][cH:3][cH:4][cH:5][cH:6]1. Starting materials: [N+](=O)([O-])C=1C=C(C=CC1)O (3-nitrophenol), BrC=1C=CC(=NC1)[N+](=O)[O-] (5-bromo-2-nitropyridine), C([O-])([O-])=O.[Cs+].[Cs+] (cesium carbonate), CN(C=O)C (N,N-dimethylformamide). Run in O (water). Conditions: temperature 50 celsius, time 15 hour. Product: [N+](=O)([O-])C1=NC=C(C=C1)OC1=CC(=CC=C1)[N+](=O)[O-] (2-nitro-5-(3-nitrophenoxy)pyridine). The yield is 33.0%. As a reaction SMILES: [N+:1]([C:4]1[CH:5]=[C:6]([OH:10])[CH:7]=[CH:8][CH:9]=1)([O-:3])=[O:2].Br[C:12]1[CH:13]=[CH:14][C:15]([N+:18]([O-:20])=[O:19])=[N:16][CH:17]=1.C(=O)([O-])[O-].[Cs+].[Cs+].CN(C)C=O>O>[N+:18]([C:15]1[CH:14]=[CH:13][C:12]([O:10][C:6]2[CH:7]=[CH:8][CH:9]=[C:4]([N+:1]([O-:3])=[O:2])[CH:5]=2)=[CH:17][N:16]=1)([O-:20])=[O:19] |f:2.3.4|. Procedure details: A mixture of 3-nitrophenol (7.76 g, 55.8 mmol), 5-bromo-2-nitropyridine (10.3 g, 50.7 mmol), cesium carbonate (24.8 g, 76.1 mmol) and N,N-dimethylformamide (150 mL) was stirred at 50° C. for 15 hr. The reaction mixture was diluted with water and extracted with ethyl acetate. The organic layer was washed with water and saturated brine, dried over anhydrous magnesium sulfate and filtrated. The filtrate was concentrated under reduced pressure, and the residue was purified by column chromatography (... Reactants: C(#N)[BH3-].[Na+] (Sodium cyanoborohydride), COC1=CC=C(CN(C([O-])=O)[C@H](CCC(CC2=CC=C(C=C2)[N+](=O)[O-])=O)[C@@H](C2=CC=CC=C2)O[Si](C)(C)C(C)(C)C)C=C1 (4-methoxybenzyl[(1R)-1-[(R)-{[tert-butyl(dimethyl)silyl]oxy}(phenyl)methyl]-5-(4-nitrophenyl)-4-oxopentyl]carbamate), C(=O)(C(F)(F)F)O (TFA). Run in C(Cl)Cl (DCM). Conditions: time 1.5 hour. Product: [Si](C)(C)(C(C)(C)C)O[C@@H]([C@@H]1N[C@@H](CC1)CC1=CC=C(C=C1)[N+](=O)[O-])C1=CC=CC=C1 ((2R,5S)-2-[(R)-{[tert-butyl(dimethyl)silyl]oxy}(phenyl)methyl]-5-(4-nitrobenzyl)pyrrolidine), [Si](C)(C)(C(C)(C)C)O[C@@H]([C@@H]1N[C@H](CC1)CC1=CC=C(C=C1)[N+](=O)[O-])C1=CC=CC=C1 ((2R,5R)-2-[(R)-{[tert-butyl(dimethyl)silyl]oxy}(phenyl)methyl]-5-(4-nitrobenzyl)pyrrolidine). Isolated yield 26.0%. Reaction SMILES: COC1C=CC(C[N:8]([C@@H:12]([C@H:27]([O:34][Si:35]([C:38]([CH3:41])([CH3:40])[CH3:39])([CH3:37])[CH3:36])[C:28]2[CH:33]=[CH:32][CH:31]=[CH:30][CH:29]=2)[CH2:13][CH2:14][C:15](=O)[CH2:16][C:17]2[CH:22]=[CH:21][C:20]([N+:23]([O-:25])=[O:24])=[CH:19][CH:18]=2)C(=O)[O-])=CC=1.C(O)(C(F)(F)F)=O.C([BH3-])#N.[Na+]>C(Cl)Cl>[Si:35]([O:34][C@H:27]([C:28]1[CH:29]=[CH:30][CH:31]=[CH:32][CH:33]=1)[C@H:12]1[CH2:13][CH2:14][C@@H:15]([CH2:16][C:17]2[CH:18]=[CH:19][C:20]([N+:23]([O-:25])=[O:24])=[CH:21][CH:22]=2)[NH:8]1)([C:38]([CH3:40])([CH3:41])[CH3:39])([CH3:36])[CH3:37].[Si:35]([O:34][C@H:27]([C:28]1[CH:29]=[CH:30][CH:31]=[CH:32][CH:33]=1)[C@H:12]1[CH2:13][CH2:14][C@H:15]([CH2:16][C:17]2[CH:18]=[CH:19][C:20]([N+:23]([O-:25])=[O:24])=[CH:21][CH:22]=2)[NH:8]1)([C:38]([CH3:40])([CH3:41])[CH3:39])([CH3:36])[CH3:37] |f:2.3|. Reported procedure: To a solution of MOZ protected ketone amine (from Step G, 34 g, 56 mmol) in DCM (350 ml) was added TFA (256 ml) and the resulting mixture stirred at room temperature for 1.5 h. The solution was evaporated under vacuum and residue partitioned between DCM and sat. NaHCO3. The organic layer was dried over MgSO4, filtered and evaporated. The residue was dissolved in MeOH (750 ml) and cooled to 0° C. via ice/water bath. Sodium cyanoborohydride (21.2 g, 337 mmol) was then added and the resulting mixtu...